Dataset: the Open Reaction Database (ORD), a public repository of structured organic reaction records. Task: describe an organic reaction: reactants, conditions, products, and yield Starting materials: C1CCOC1, CI, CC1(C)C(=O)Nc2ccccc2C1=O, [Cl-], [H-], [NH4+], [Na+]. Yields the product CN1C(=O)C(C)(C)C(=O)c2ccccc21. Reaction SMILES: [CH2:21]1[O:22][CH2:23][CH2:24][CH2:25]1.[CH3:17][I:18].[CH3:3][C:4]1([CH3:16])[C:5](=[O:15])[NH:6][c:7]2[cH:8][cH:9][cH:10][cH:11][c:12]2[C:13]1=[O:14].[Cl-:19].[H-:2].[NH4+:20].[Na+:1]>>[CH3:3][C:4]1([CH3:16])[C:5](=[O:15])[N:6]([CH3:17])[c:7]2[cH:8][cH:9][cH:10][cH:11][c:12]2[C:13]1=[O:14]. Starting materials: [H-].[Al+3].[Li+].[H-].[H-].[H-] (Lithium aluminium hydride), CN1C(CNC([C@@H]1CC1=CC=CC=C1)=O)=O ((6S)-1-methyl-6-(phenylmethyl)-2,5-piperazinedione), S(=O)(=O)([O-])[O-].[Na+].[Na+] (sodium sulfate). Run in C1CCOC1 (THF). Conditions: temperature -20 celsius, time 15 minute. Product: CN1[C@H](CNCC1)CC1=CC=CC=C1 ((2S)-1-Methyl-2-(phenylmethyl)piperazine). The yield is 87.2%. As a reaction SMILES: [H-].[Al+3].[Li+].[H-].[H-].[H-].[CH3:7][N:8]1[C@@H:13]([CH2:14][C:15]2[CH:20]=[CH:19][CH:18]=[CH:17][CH:16]=2)[C:12](=O)[NH:11][CH2:10][C:9]1=O.S([O-])([O-])(=O)=O.[Na+].[Na+]>C1COCC1>[CH3:7][N:8]1[CH2:9][CH2:10][NH:11][CH2:12][C@@H:13]1[CH2:14][C:15]1[CH:20]=[CH:19][CH:18]=[CH:17][CH:16]=1 |f:0.1.2.3.4.5,7.8.9|. Procedure details: Lithium aluminium hydride (1.0M in ether, 20.2 mL, 20.2 mmol) was added to a stirred, cooled (0° C.) suspension of (6S)-1-methyl-6-(phenylmethyl)-2,5-piperazinedione (Description 34, 1.1 g, 5.0 mmol) in THF (60 mL) and the mixture was heated under reflux for 1 h. The mixture was cooled to −20° C. and saturated aqueous sodium sulfate (20.2 mL) was added. The mixture was stirred at room temperature for 15 min., filtered and the solvent was evaporated under reduced pressure. The residue was purifie... The reactants are BrC=1C(=C(C=C(C1)C#N)NC(OC(C)(C)C)=O)Cl (tert-butyl (3-bromo-2-chloro-5-cyanophenyl)carbamate), [Si](C)(C)(C(C)(C)C)OCC1CNCCO1 ((+/−)-2-(((tert-butyldimethylsilyl)oxy)methyl)morpholine), C=1C=CC(=CC1)P(C=2C=CC=CC2)C3=CC=C4C=CC=CC4=C3C5=C6C=CC=CC6=CC=C5P(C=7C=CC=CC7)C=8C=CC=CC8 (BINAP). The reagents and catalysts are C=1C=CC(=CC1)/C=C/C(=O)/C=C/C2=CC=CC=C2.C=1C=CC(=CC1)/C=C/C(=O)/C=C/C2=CC=CC=C2.C=1C=CC(=CC1)/C=C/C(=O)/C=C/C2=CC=CC=C2.[Pd].[Pd] (Pd2(dba)3). The solvent is C1(=CC=CC=C1)C (toluene). Conditions: temperature 100 celsius. Yields the product [Si](C)(C)(C(C)(C)C)OCC1OCCN(C1)C=1C(=C(C=C(C1)C#N)NC(OC(C)(C)C)=O)Cl ((+/−)-tert-butyl (3-(2-(((tert-butyldimethylsilyl)oxy)methyl)morpholino)-2-chloro-5-cyanophenyl)carbamate). Yield: 42.0%. As a reaction SMILES: Br[C:2]1[C:3]([Cl:18])=[C:4]([NH:10][C:11](=[O:17])[O:12][C:13]([CH3:16])([CH3:15])[CH3:14])[CH:5]=[C:6]([C:8]#[N:9])[CH:7]=1.[Si:19]([O:26][CH2:27][CH:28]1[O:33][CH2:32][CH2:31][NH:30][CH2:29]1)([C:22]([CH3:25])([CH3:24])[CH3:23])([CH3:21])[CH3:20].C1C=CC(P(C2C(C3C(P(C4C=CC=CC=4)C4C=CC=CC=4)=CC=C4C=3C=CC=C4)=C3C(C=CC=C3)=CC=2)C2C=CC=CC=2)=CC=1>C1(C)C=CC=CC=1.C1C=CC(/C=C/C(/C=C/C2C=CC=CC=2)=O)=CC=1.C1C=CC(/C=C/C(/C=C/C2C=CC=CC=2)=O)=CC=1.C1C=CC(/C=C/C(/C=C/C2C=CC=CC=2)=O)=CC=1.[Pd].[Pd]>[Si:19]([O:26][CH2:27][CH:28]1[CH2:29][N:30]([C:2]2[C:3]([Cl:18])=[C:4]([NH:10][C:11](=[O:17])[O:12][C:13]([CH3:16])([CH3:15])[CH3:14])[CH:5]=[C:6]([C:8]#[N:9])[CH:7]=2)[CH2:31][CH2:32][O:33]1)([C:22]([CH3:25])([CH3:23])[CH3:24])([CH3:21])[CH3:20] |f:4.5.6.7.8|. Reported procedure: A round bottom flask was charged with tert-butyl (3-bromo-2-chloro-5-cyanophenyl)carbamate (2.020 g, 6.09 mmol), (+/−)-2-(((tert-butyldimethylsilyl)oxy)methyl)morpholine (1.692 g, 7.31 mmol), Pd2(dba)3 (0.558 g, 0.609 mmol) and BINAP (0.379 g, 0.609 mmol) in toluene (20.31 ml). The flask was evacuated and purged with nitrogen (4×) and heated at 100° C. 8 h and cooled to room temperature ON. The reaction mixture was diluted with ethyl acetate and vacuum filtered through a pad of Celite. The filtr... Reactants: O (water), CC(C)(C)[O-].[K+] (potassium tert-butylate), BrC(C(C)=O)CC (3-bromopentan-2-one), C(C1=CC=CO1)S (furfurylmercaptan). Solvent: O1CCCC1 (tetrahydrofuran). Run at time 30 minute. Product: O1C=C(C=C1)SCC(CCC)=O (3-Furylthio-pentan-2-one). Isolated yield 103.3%. Reaction SMILES: C[C:2]([O-:5])([CH3:4])C.[K+].[CH2:7]([SH:13])[C:8]1OC=CC=1.Br[CH:15]([CH2:19][CH3:20])[C:16](=[O:18])[CH3:17].O>O1CCCC1>[O:5]1[CH:2]=[CH:4][C:7]([S:13][CH2:17][C:16](=[O:18])[CH2:15][CH2:19][CH3:20])=[CH:8]1 |f:0.1|. Procedure details: 11.2 g of potassium tert-butylate, dissolved in 100 ml of dry tetrahydrofuran, are initially introduced into the reaction vessel at room temperature. 11.4 g of furfurylmercaptan are added dropwise at 20° C. When the addition is complete, the mixture is subsequently stirred for a further 30 minutes. 16.5 g of 3-bromopentan-2-one are then added dropwise in the course of 30 minutes and the mixture is subsequently stirred for one hour. For working up, the mixture is poured onto 100 ml of water and e... Starting materials: ClC1=CC=C(C=C1)C1=CC=C(C=C1)O (4-chloro-4′-hydroxybiphenyl), C(C)OC(=O)C=1N=C(SC1)CBr (2-bromomethyl-thiazole-4-carboxylic acid ethyl ester), C(C)OC(=O)C=1N=C(SC1)CBr (2-bromomethyl-thiazole-4-carboxylic acid ethyl ester). Product: ClC1=CC=C(C=C1)C1=CC=C(C=C1)OCC=1SC=C(N1)C(=O)O (2-(4′-Chloro-biphenyl-4-yloxymethyl)-thiazole-4-carboxylic acid). RXN SMILES: [Cl:1][C:2]1[CH:7]=[CH:6][C:5]([C:8]2[CH:13]=[CH:12][C:11]([OH:14])=[CH:10][CH:9]=2)=[CH:4][CH:3]=1.C([O:17][C:18]([C:20]1[N:21]=[C:22]([CH2:25]Br)[S:23][CH:24]=1)=[O:19])C>>[Cl:1][C:2]1[CH:3]=[CH:4][C:5]([C:8]2[CH:13]=[CH:12][C:11]([O:14][CH2:25][C:22]3[S:23][CH:24]=[C:20]([C:18]([OH:19])=[O:17])[N:21]=3)=[CH:10][CH:9]=2)=[CH:6][CH:7]=1. Procedure details: 2-(4′-Chloro-biphenyl-4-yloxymethyl)-thiazole-4-carboxylic acid was prepared using general procedure B from 4-chloro-4′-hydroxybiphenyl (available from TCI America, Portland, Oreg.) and 2-bromomethyl-thiazole-4-carboxylic acid ethyl ester (Intermediate 3). Yield: 82 mg. Mass spectrum (ES) MH+=346. Reactants: COc1cc2c(=O)nc[nH]c2cc1C, CCN(C(C)C)C(C)C, [Na+], O, O=C([O-])O, O=P(Cl)(Cl)Cl. The product is COc1cc2c(Cl)ncnc2cc1C. As a reaction SMILES: [CH3:1][O:2][c:3]1[cH:4][c:5]2[c:6](=[O:14])[n:7][cH:8][nH:9][c:10]2[cH:11][c:12]1[CH3:13].[CH:26]([N:27]([CH2:28][CH3:29])[CH:30]([CH3:31])[CH3:32])([CH3:33])[CH3:34].[Na+:21].[OH2:20].[OH:22][C:23](=[O:24])[O-:25].[P:15]([Cl:16])([Cl:17])([Cl:18])=[O:19]>>[CH3:1][O:2][c:3]1[cH:4][c:5]2[c:6]([Cl:17])[n:7][cH:8][n:9][c:10]2[cH:11][c:12]1[CH3:13]. Yield: 34.8%. Reaction conditions: time 8 hour. The reactants are [Li]CCCC (n-BuLi), COCOC[Sn](CCCC)(CCCC)CCCC ((methoxymethoxymethyl)tributyl tin), C(=O)C=1SC=CN1 (2-formylthiazole). Reaction SMILES: [Li]CCCC.[CH3:6][O:7][CH2:8][O:9][CH2:10][Sn](CCCC)(CCCC)CCCC.[CH:24]([C:26]1[S:27][CH:28]=[CH:29][N:30]=1)=[O:25]>C1COCC1.O>[OH:25][CH:24]([C:26]1[S:27][CH:28]=[CH:29][N:30]=1)[CH2:10][O:9][CH2:8][O:7][CH3:6]. Solvent: C1CCOC1 (THF), C1CCOC1 (THF), O (water). The product is OC(COCOC)C=1SC=CN1 (2-(1-hydroxy-2-(methoxymethoxy)ethyl)thiazole). Procedure: n-BuLi (2.87 mmol, 1.8 mL, 1.6M) was added dropwise to a -78° C. solution of (methoxymethoxymethyl)tributyl tin (1.05 g, 2.87 mmol) in dry THF (10 mL). After stirring for 30 minutes a solution of 2-formylthiazole (2.73 mmol, 0.31 g) in THF (2 mL) was added and the solution stirred overnight. The reaction was diluted with water and extracted with ethyl acetate, dried (MgSO4), filtered and concentrated. The residue was subjected to flash chromatography (45% ethyl acetate/hexane) to afford 0.18 g (... Reactants: COC=1C=C(N)C=CC1 (3-methoxyaniline), S1C2=C(C(=C1)B(O)O)C=CC=C2 (benzo[b]thiophen-3-ylboronic acid), O.O=CC(=O)O (2-oxoacetic acid hydrate). Solvent: C(C)#N (acetonitrile). Reaction conditions: time 8 hour. Yields the product S1C2=C(C(=C1)C(C(=O)O)NC1=CC(=CC=C1)OC)C=CC=C2 (2-(benzo[b]thiophen-3-yl)-2-(3-methoxyphenylamino)acetic acid). Reaction SMILES: [CH3:1][O:2][C:3]1[CH:4]=[C:5]([CH:7]=[CH:8][CH:9]=1)[NH2:6].[S:10]1[CH:14]=[C:13](B(O)O)[C:12]2[CH:18]=[CH:19][CH:20]=[CH:21][C:11]1=2.O.O=[CH:24][C:25]([OH:27])=[O:26]>C(#N)C>[S:10]1[CH:14]=[C:13]([CH:24]([NH:6][C:5]2[CH:7]=[CH:8][CH:9]=[C:3]([O:2][CH3:1])[CH:4]=2)[C:25]([OH:27])=[O:26])[C:12]2[CH:18]=[CH:19][CH:20]=[CH:21][C:11]1=2 |f:2.3|. Reported procedure: A mixture of 3-methoxyaniline (400 mg, 3.25 mmol), benzo[b]thiophen-3-ylboronic acid (578 mg, 3.25 mmol), and 2-oxoacetic acid hydrate (299 mg, 3.25 mmol) in acetonitrile (30 ml) was stirred at room temperature overnight. The solvent was removed under vacuum and the crude was used us such in the next step.